Dataset: the Open Reaction Database (ORD), a public repository of structured organic reaction records. Task: describe an organic reaction: reactants, conditions, products, and yield The reactants are C=CCNCC=C, ClCCl, O=[N+]([O-])c1ccc(S(=O)(=O)Cl)cc1, [Na+], [OH-]. Product: C=CCN(CC=C)S(=O)(=O)c1ccc([N+](=O)[O-])cc1. RXN SMILES: [CH2:1]([CH:2]=[CH2:3])[NH:4][CH2:5][CH:6]=[CH2:7].[Cl:23][CH2:24][Cl:25].[N+:8](=[O:9])([O-:10])[c:11]1[cH:12][cH:13][c:14]([S:17](=[O:18])(=[O:19])[Cl:20])[cH:15][cH:16]1.[Na+:22].[OH-:21]>>[CH2:1]([CH:2]=[CH2:3])[N:4]([CH2:5][CH:6]=[CH2:7])[S:17]([c:14]1[cH:13][cH:12][c:11]([N+:8](=[O:9])[O-:10])[cH:16][cH:15]1)(=[O:18])=[O:19]. The reactants are ClC1=CC=C(C=C1)C=1SC(=CN1)C(C)O (1-[2-(4-chloro-phenyl)-thiazol-5-yl]ethanol), [H-].[Na+] (sodium hydride), ClC1=CC(C2C3(CCC(C12)O3)C)=O (5-Chloro-1-methyl-10-oxa-tricyclo[5.2.1.0*2,6*]dec-4-en-3-one). Isolated yield 96.1%. Yields the product ClC1=CC=C(C=C1)C=1SC(=CN1)COC1=CC(C2C3(CCC(C12)O3)C)=O (5-[2-(4-chloro-phenyl)-thiazol-5-ylmethoxy]-1-methyl-10-oxa-tricyclo[5.2.1.0*2,6*]dec-4-en-3-one). RXN SMILES: [Cl:1][C:2]1[CH:7]=[CH:6][C:5]([C:8]2[S:9][C:10]([CH:13]([OH:15])C)=[CH:11][N:12]=2)=[CH:4][CH:3]=1.[H-].[Na+].Cl[C:19]1[CH:27]2[CH:22]([C:23]3([CH3:29])[O:28][CH:26]2[CH2:25][CH2:24]3)[C:21](=[O:30])[CH:20]=1>O1CCCC1>[Cl:1][C:2]1[CH:3]=[CH:4][C:5]([C:8]2[S:9][C:10]([CH2:13][O:15][C:19]3[CH:27]4[CH:22]([C:23]5([CH3:29])[O:28][CH:26]4[CH2:25][CH2:24]5)[C:21](=[O:30])[CH:20]=3)=[CH:11][N:12]=2)=[CH:6][CH:7]=1 |f:1.2|. Procedure details: To a solution of 1-[2-(4-chloro-phenyl)-thiazol-5-yl]ethanol (264 mg, 1.1 mmol) in tetrahydrofuran (5 ml) is added in one portion the sodium hydride (60% dispersion in mineral oil, 44 mg, 1.1 mmol). The reaction mixture is stirred for five minutes at room temperature and 5-Chloro-1-methyl-10-oxa-tricyclo[5.2.1.0*2,6*]dec-4-en-3-one (219 mg, 1.1 mmol) is added in one-portion. The reaction mixture is stirred at room temperature overnight. Silica gel is added to the crude reaction mixture, the solv... Reaction conditions: time 5 minute. Solvent: O1CCCC1 (tetrahydrofuran). Yields the product NC(=O)c1ccc(Oc2ccc(C=O)s2)cc1. Reactants: CS(C)=O, N#Cc1ccc(Oc2ccc(C=O)s2)cc1, [K+], [K+], O=C([O-])[O-], OO. Reaction SMILES: [CH3:25][S:26]([CH3:27])=[O:28].[CH:1](=[O:2])[c:3]1[cH:4][cH:5][c:6]([O:8][c:9]2[cH:10][cH:11][c:12]([C:13]#[N:14])[cH:15][cH:16]2)[s:7]1.[K+:17].[K+:18].[O-:19][C:20]([O-:21])=[O:22].[OH:23][OH:24]>>[CH:1](=[O:2])[c:3]1[cH:4][cH:5][c:6]([O:8][c:9]2[cH:10][cH:11][c:12]([C:13]([NH2:14])=[O:19])[cH:15][cH:16]2)[s:7]1.